This data is from the Open Reaction Database (ORD), a public repository of structured organic reaction records. The task is: describe an organic reaction: reactants, conditions, products, and yield The reactants are CCOCC, NC(=O)c1ccc(F)c(F)c1, S=P12SP3(=S)SP(=S)(S1)SP(=S)(S2)S3. The product is NC(=S)c1ccc(F)c(F)c1. Reaction SMILES: [CH3:26][CH2:27][O:28][CH2:29][CH3:30].[F:1][c:2]1[cH:3][c:4]([C:5](=[O:6])[NH2:7])[cH:8][cH:9][c:10]1[F:11].[P:12]12(=[S:13])[S:14][P:15]3(=[S:25])[S:16][P:17](=[S:23])([S:18][P:19](=[S:22])([S:20]3)[S:21]1)[S:24]2>>[F:1][c:2]1[cH:3][c:4]([C:5]([NH2:7])=[S:13])[cH:8][cH:9][c:10]1[F:11]. As a reaction SMILES: [Cl:21][CH2:22][Cl:23].[F:1][c:2]1[cH:3][c:4]([NH2:5])[cH:6][cH:7][c:8]1[C:9]([F:10])([F:11])[F:12].[O:13]=[C:14]1[N:15]([Br:20])[C:16](=[O:17])[CH2:18][CH2:19]1>>[F:1][c:2]1[cH:3][c:4]([NH2:5])[c:6]([Br:20])[cH:7][c:8]1[C:9]([F:10])([F:11])[F:12]. Starting materials: ClCCl, Nc1ccc(C(F)(F)F)c(F)c1, O=C1CCC(=O)N1Br. Product: Nc1cc(F)c(C(F)(F)F)cc1Br. Starting materials: C(C=C)OCCO (2-allyloxyethanol), C1C=CC2C1C3CC2C=C3 (dicyclopentadiene). Conditions: temperature 190 celsius. Yields the product OCCOCC1C2C=CC(C1)C2 (5-norbornene-2-methanol hydroxylethyl ether). Reaction SMILES: [CH2:1]([O:4][CH2:5][CH2:6][OH:7])[CH:2]=[CH2:3].[CH2:8]1[CH:12]2[CH:13]3C=CC([CH:11]2C=[CH:9]1)C3>>[OH:7][CH2:6][CH2:5][O:4][CH2:1][CH:2]1[CH2:11][CH:12]2[CH2:13][CH:3]1[CH:9]=[CH:8]2. Procedure details: In a 300 mL autoclave equipped with a thermal couple and a mechanical stirrer, a mixture of 2-allyloxyethanol (109.5 g, 1.07 mol) and dicyclopentadiene (35.4 g, 0.27 mol) was stirred and heated to 190° C. The reaction was cooled after 3 h. Three such reactions were run and the reaction mixtures were combined. The mixture was distilled using a short-path distillation column under vacuum at 70° C. at 500 mTorr. The distillate (170 g) was dissolved in a mixture of 250 mL of CH3OH and 150 mL of H2O.... Reactants: CC(C)=O, CC(C)(O)C#Cc1ccc(F)c(F)c1F, [Na+], [OH-]. Yields the product C#Cc1ccc(F)c(F)c1F. RXN SMILES: [CH3:18][C:19](=[O:20])[CH3:21].[CH3:3][C:4]([C:5]#[C:6][c:7]1[c:8]([F:15])[c:9]([F:14])[c:10]([F:13])[cH:11][cH:12]1)([OH:16])[CH3:17].[Na+:2].[OH-:1]>>[CH:5]#[C:6][c:7]1[c:8]([F:15])[c:9]([F:14])[c:10]([F:13])[cH:11][cH:12]1. The reactants are CCN=C=NCCCN(C)C, CCN(C(C)C)C(C)C, O=C(O)c1cc(F)c(Cl)cc1F, Cl, Cl, CN(C)C=O, O, On1nnc2ccccc21, O=C(CC(=O)N1CCNCC1)Nc1ccc(-c2ccccc2)cc1. Product: O=C(CC(=O)N1CCN(C(=O)c2cc(F)c(Cl)cc2F)CC1)Nc1ccc(-c2ccccc2)cc1. RXN SMILES: [CH3:32][CH2:33][N:34]=[C:35]=[N:36][CH2:37][CH2:38][CH2:39][N:40]([CH3:41])[CH3:42].[CH:11]([N:12]([CH2:13][CH3:14])[CH:15]([CH3:16])[CH3:17])([CH3:18])[CH3:19].[Cl:20][c:21]1[cH:22][c:23]([F:31])[c:24]([C:25](=[O:26])[OH:27])[cH:28][c:29]1[F:30].[ClH:43].[ClH:44].[O:69]=[CH:70][N:71]([CH3:72])[CH3:73].[OH2:74].[OH:1][n:2]1[c:3]2[c:4]([cH:5][cH:6][cH:7][cH:8]2)[n:9][n:10]1.[c:45]1(-[c:63]2[cH:64][cH:65][cH:66][cH:67][cH:68]2)[cH:46][cH:47][c:48]([NH:51][C:52]([CH2:53][C:54]([N:55]2[CH2:56][CH2:57][NH:58][CH2:59][CH2:60]2)=[O:61])=[O:62])[cH:49][cH:50]1>>[Cl:20][c:21]1[cH:22][c:23]([F:31])[c:24]([C:25](=[O:27])[N:58]2[CH2:57][CH2:56][N:55]([C:54]([CH2:53][C:52]([NH:51][c:48]3[cH:47][cH:46][c:45](-[c:63]4[cH:64][cH:65][cH:66][cH:67][cH:68]4)[cH:50][cH:49]3)=[O:62])=[O:61])[CH2:60][CH2:59]2)[cH:28][c:29]1[F:30]. Starting materials: CC(C)(C)OC(=O)N1C(CO[Si](C)(C)C(C)(C)C)C(O)CC1C1CC1, ClCCl, [Na+], [Na+], [Na+], O=C([O-])O, O=S([O-])[O-]. Product: CC(C)(C)OC(=O)N1C(CO[Si](C)(C)C(C)(C)C)C(=O)CC1C1CC1. As a reaction SMILES: [C:1]([CH3:2])([CH3:3])([CH3:4])[Si:5]([O:6][CH2:7][CH:8]1[N:9]([C:17](=[O:18])[O:19][C:20]([CH3:21])([CH3:22])[CH3:23])[CH:10]([CH:14]2[CH2:15][CH2:16]2)[CH2:11][CH:12]1[OH:13])([CH3:24])[CH3:25].[Cl:37][CH2:38][Cl:39].[Na+:30].[Na+:35].[Na+:36].[O-:26][C:27]([OH:28])=[O:29].[S:31]([O-:32])([O-:33])=[O:34]>>[C:1]([CH3:2])([CH3:3])([CH3:4])[Si:5]([O:6][CH2:7][CH:8]1[N:9]([C:17](=[O:18])[O:19][C:20]([CH3:21])([CH3:22])[CH3:23])[CH:10]([CH:14]2[CH2:15][CH2:16]2)[CH2:11][C:12]1=[O:13])([CH3:24])[CH3:25]. Reactants: N#CCCN(CC#N)CCCO, CCO, [H][H], N. Product: OCCCN1CCCNCC1. RXN SMILES: [C:1](#[N:2])[CH2:3][N:4]([CH2:5][CH2:6][CH2:7][OH:8])[CH2:9][CH2:10][C:11]#[N:12].[CH3:16][CH2:17][OH:18].[H:14][H:15].[NH3:13]>>[CH2:1]1[CH2:3][N:4]([CH2:5][CH2:6][CH2:7][OH:8])[CH2:9][CH2:10][CH2:11][NH:12]1. Reactants: CC[SiH](CC)CC, CCc1[nH]c2ncccc2c1C(=O)C(=O)OC, O=C(O)C(F)(F)F. Product: CCc1[nH]c2ncccc2c1CC(=O)OC. Reaction SMILES: [CH2:1]([SiH:2]([CH2:3][CH3:4])[CH2:5][CH3:6])[CH3:7].[CH3:8][O:9][C:10]([C:11](=[O:12])[c:13]1[c:14]([CH2:22][CH3:23])[nH:15][c:16]2[n:17][cH:18][cH:19][cH:20][c:21]12)=[O:24].[F:25][C:26]([F:27])([F:28])[C:29]([OH:30])=[O:31]>>[CH3:8][O:9][C:10]([CH2:11][c:13]1[c:14]([CH2:22][CH3:23])[nH:15][c:16]2[n:17][cH:18][cH:19][cH:20][c:21]12)=[O:24]. Product: C(CCC)[Sn](CCCC)(CCCC)C=1C2=C(SC1[Sn](CCCC)(CCCC)CCCC)C=1SC=CC1C2(CCCCCC)CCCCCC (bis-(tributylstannyl)-4,4-dihexyl-cyclopenta[2,1-b: 3,4-b′]dithiophene). As a reaction SMILES: [CH2:1]([C:7]1([CH2:18][CH2:19][CH2:20][CH2:21][CH2:22][CH3:23])[C:17]2[CH:16]=[CH:15][S:14][C:13]=2[C:9]2[S:10][CH:11]=[CH:12][C:8]1=2)[CH2:2][CH2:3][CH2:4][CH2:5][CH3:6].[Li][CH2:25][CH2:26][CH2:27][CH3:28].[Sn:29](Cl)([CH2:38][CH2:39][CH2:40][CH3:41])([CH2:34][CH2:35][CH2:36][CH3:37])[CH2:30][CH2:31][CH2:32][CH3:33].O>C1COCC1.CCCCCC.C(N(CC)CC)C>[CH2:25]([Sn:29]([C:12]1[C:8]2[C:7]([CH2:1][CH2:2][CH2:3][CH2:4][CH2:5][CH3:6])([CH2:18][CH2:19][CH2:20][CH2:21][CH2:22][CH3:23])[C:17]3[CH:16]=[CH:15][S:14][C:13]=3[C:9]=2[S:10][C:11]=1[Sn:29]([CH2:38][CH2:39][CH2:40][CH3:41])([CH2:34][CH2:35][CH2:36][CH3:37])[CH2:30][CH2:31][CH2:32][CH3:33])([CH2:34][CH2:35][CH2:36][CH3:37])[CH2:30][CH2:31][CH2:32][CH3:33])[CH2:26][CH2:27][CH3:28]. Reported procedure: 4,4-Dihexyl-4H-cyclopenta[2,1-b;3,4-b′]dithiophene (2.2 g, 0.0065 mol) was dissolved in dry THF (20 mL). The solution was cooled to −78° C. BuLi (7.62, 2.5 M in hexanes, 0.019 mol) was then added to the solution. The reaction mixture was allowed to warm to room temperature and was stirred for 5 hours. The mixture was then cooled again to −78° C. and Bu3SnCl (7.44 g, 0.0229 mol) was added. The reaction mixture was allowed to warm to room temperature and was stirred for another 48 hours. Water was... Run at temperature -78 celsius, time 5 hour. The solvent is C(C)N(CC)CC (triethylamine), C1CCOC1 (THF), CCCCCC (hexane). Yield: 94.8%. Starting materials: [Li]CCCC (BuLi), O (Water), C(CCCCC)C1(C2=C(SC=C2)C=2SC=CC21)CCCCCC (4,4-Dihexyl-4H-cyclopenta[2,1-b;3,4-b′]dithiophene), [Sn](CCCC)(CCCC)(CCCC)Cl (Bu3SnCl). The reactants are C1(=CC(=CC=C1)C=1N=C2C(=NC1C1=CC=C(C=C1)C)N(CCC2)CCCCCCC(=O)OCC)C (Ethyl 7-(2-m-tolyl-3-p-tolyl-7,8-dihydropyrido[2,3-b]pyrazin-5(6H)-yl)heptanoate), LiOH monohydrate, Cl (HCl), CO (MeOH), [OH-].[Na+] (NaOH). Run in O (water), C1CCOC1 (THF), O (water). Conditions: time 4 hour. The product is C1(=CC(=CC=C1)C=1N=C2C(=NC1C1=CC=C(C=C1)C)N(CCC2)CCCCCCC(=O)O)C (7-(2-m-Tolyl-3-p-tolyl-7,8-dihydropyrido[2,3-b]pyrazin-5(6H)-yl)heptanoic acid). RXN SMILES: [C:1]1([CH3:35])[CH:6]=[CH:5][CH:4]=[C:3]([C:7]2[N:8]=[C:9]3[CH2:23][CH2:22][CH2:21][N:20]([CH2:24][CH2:25][CH2:26][CH2:27][CH2:28][CH2:29][C:30]([O:32]CC)=[O:31])[C:10]3=[N:11][C:12]=2[C:13]2[CH:18]=[CH:17][C:16]([CH3:19])=[CH:15][CH:14]=2)[CH:2]=1.CO.[OH-].[Na+].Cl>C1COCC1.O>[C:1]1([CH3:35])[CH:6]=[CH:5][CH:4]=[C:3]([C:7]2[N:8]=[C:9]3[CH2:23][CH2:22][CH2:21][N:20]([CH2:24][CH2:25][CH2:26][CH2:27][CH2:28][CH2:29][C:30]([OH:32])=[O:31])[C:10]3=[N:11][C:12]=2[C:13]2[CH:14]=[CH:15][C:16]([CH3:19])=[CH:17][CH:18]=2)[CH:2]=1 |f:2.3|. Procedure details: Ethyl 7-(2-m-tolyl-3-p-tolyl-7,8-dihydropyrido[2,3-b]pyrazin-5(6H)-yl)heptanoate (step 1)(69 mg, 0.146 mmol) in THF (1 ml) and water (0.5 ml) at RT was treated with LiOH monohydrate (18.42 mg, 0.439 mmol) and stirred at RT for 4 hours. MeOH (1 ml) and 2M NaOH (1 ml) were added and the mixture was stirred at RT overnight. The resulting mixture was added to water (20 ml) and the pH was adjusted to pH1 with 2M HCl. The aqueous portion was extracted with DCM (×3) and the organic extracts were passed...